This data is from the Open Reaction Database (ORD), a public repository of structured organic reaction records. The task is: describe an organic reaction: reactants, conditions, products, and yield Reactants: Cl.N(N)C1=CC(=C(C(=O)OC)C=C1)OC (4-hydrazino-2-methoxybenzoic acid, methyl ester hydrochloride), COC(CC(C)=O)OC (acetylacetaldehyde dimethylacetal). Reagents/catalysts: Cl (hydrochloric acid). The solvent is O.CO (water methanol). Run at temperature 90 celsius. The product is COC1=C(C(=O)OC)C=CC(=C1)N1N=C(C=C1)C (2-methoxy4-(3-methyl-pyrazol-1-yl)-benzoic acid, methyl ester). The yield is 53.7%. Reaction SMILES: Cl.[NH:2]([C:4]1[CH:13]=[CH:12][C:7]([C:8]([O:10][CH3:11])=[O:9])=[C:6]([O:14][CH3:15])[CH:5]=1)[NH2:3].CO[CH:18](OC)[CH2:19][C:20](=O)[CH3:21]>Cl.O.CO>[CH3:15][O:14][C:6]1[CH:5]=[C:4]([N:2]2[CH:18]=[CH:19][C:20]([CH3:21])=[N:3]2)[CH:13]=[CH:12][C:7]=1[C:8]([O:10][CH3:11])=[O:9] |f:0.1,4.5|. Reported procedure: To a stirred solution of 4-hydrazino-2-methoxybenzoic acid, methyl ester hydrochloride (0.88 g) from Example 104 and one drop of concentrated hydrochloric acid in a 1:1 water/methanol (10 ml) mixture was added acetylacetaldehyde dimethylacetal (0.53 g). The reaction was heated to 90° C. for 5 minutes. The reaction was concentrated in vacuo and partitioned between 1 N sodium hydroxide (10 ml) and ethyl acetate (50 ml). The organic phase was removed and washed with brine, dried over anhydrous magn... Starting materials: NC1CCCc2ccccc21, O=Cc1cccc(-c2ccc(F)cc2)c1. The product is Fc1ccc(-c2cccc(CNC3CCCc4ccccc43)c2)cc1. Reaction SMILES: [CH:16]1([NH2:26])[CH2:17][CH2:18][CH2:19][c:20]2[cH:21][cH:22][cH:23][cH:24][c:25]21.[F:1][c:2]1[cH:3][cH:4][c:5](-[c:8]2[cH:9][c:10]([CH:14]=[O:15])[cH:11][cH:12][cH:13]2)[cH:6][cH:7]1>>[F:1][c:2]1[cH:3][cH:4][c:5](-[c:8]2[cH:9][c:10]([CH2:14][NH:26][CH:16]3[CH2:17][CH2:18][CH2:19][c:20]4[cH:21][cH:22][cH:23][cH:24][c:25]43)[cH:11][cH:12][cH:13]2)[cH:6][cH:7]1. Run in O (H2O). RXN SMILES: Br[C:2]1[CH:3]=[C:4]([N:8]2[C:13](=[O:14])[C:12]([C:15]3[CH:20]=[CH:19][C:18]([F:21])=[CH:17][CH:16]=3)=[C:11]([C:22]3[CH:27]=[CH:26][C:25]([S:28]([CH3:31])(=[O:30])=[O:29])=[CH:24][CH:23]=3)[CH:10]=[N:9]2)[CH:5]=[CH:6][CH:7]=1.C(=O)([O-])[O-].[Na+].[Na+].N>O>[F:21][C:18]1[CH:19]=[CH:20][C:15]([C:2]2[CH:3]=[C:4]([N:8]3[C:13](=[O:14])[C:12]([C:15]4[CH:20]=[CH:19][C:18]([F:21])=[CH:17][CH:16]=4)=[C:11]([C:22]4[CH:27]=[CH:26][C:25]([S:28]([CH3:31])(=[O:30])=[O:29])=[CH:24][CH:23]=4)[CH:10]=[N:9]3)[CH:5]=[CH:6][CH:7]=2)=[CH:16][CH:17]=1 |f:1.2.3|. Reported procedure: The title compound was prepared according to the method of Example 4, starting with 2-(3-bromophenyl)-4-(4-fluorophenyl)-5-[4-(methylsulfonyl)phenyl]-3(2H)-pyridazinone (Example 166) in place of 2-benzyl-4-bromo-5-[4-(methylthio)phenyl]-3(2H)-pyridazinone and substituting cesium fluoride for sodium carbonate (yield: 0.62 g, 62%). mp 222-225° C. 1H NMR (300 MHz, DMSO d6) δ 3.24 (s, 3H), 7.16 (m, 2H), 7.36 (m, 3H), 7.53 (m, 2H), 7.64 (m, 2H), 7.73-7.81 (m, 3H), 7.93 (m, 3H), 8.27 (s, 1H). MS (DCI/... Product: FC1=CC=C(C=C1)C=1C=C(C=CC1)N1N=CC(=C(C1=O)C1=CC=C(C=C1)F)C1=CC=C(C=C1)S(=O)(=O)C (2-(3-(4-Fluorophenyl)phenyl)-4-(4-fluorophenyl)-5-[4-(methylsulfonyl)phenyl]-3(2H)-pyridazinone). The reactants are BrC=1C=C(C=CC1)N1N=CC(=C(C1=O)C1=CC=C(C=C1)F)C1=CC=C(C=C1)S(=O)(=O)C (2-(3-Bromophenyl)-4-(4-fluorophenyl)-5-[4-(methylsulfonyl)phenyl]-3(2H)-pyridazinone), C([O-])([O-])=O.[Na+].[Na+] (sodium carbonate), N (NH3). Reactants: O (water), Cl (hydrochloric acid), C(=S)=S (carbon disulfide), 36a, [N+](=O)([O-])C1=C(C(=O)NN)C=CC=C1 (2-nitrobenzhydrazide). The solvent is N1=CC=CC=C1 (pyridine). Product: SC=1OC(=NN1)C1=C(C=CC=C1)[N+](=O)[O-] (2-mercapto-5-(2-nitrophenyl)-1,3,4-oxadiazole), ( L ). RXN SMILES: [N+:1]([C:4]1[CH:13]=[CH:12][CH:11]=[CH:10][C:5]=1[C:6]([NH:8][NH2:9])=[O:7])([O-:3])=[O:2].[C:14](=S)=[S:15].O.Cl>N1C=CC=CC=1>[SH:15][C:14]1[O:7][C:6]([C:5]2[CH:10]=[CH:11][CH:12]=[CH:13][C:4]=2[N+:1]([O-:3])=[O:2])=[N:8][N:9]=1. Procedure details: The reactions of Equation 36 above can be run according to similar procedures described in E. Hoggarth, J. Chem. Soc., 4811 (1952). Thus, in reaction 36a, 2-nitrobenzhydrazide XLVIII is reacted with carbon disulfide in pyridine solvent at 25° to 80° C. for about 4 to 16 hours, followed by addition of water and acidification with hydrochloric acid to form a 2-mercapto-5-(2-nitrophenyl)-1,3,4-oxadiazole of Formula (L). In reaction 36b, L is reacted with sodium hydroxide and methyl iodide in water ...